Dataset: the Open Reaction Database (ORD), a public repository of structured organic reaction records. Task: describe an organic reaction: reactants, conditions, products, and yield The product is CCOc1cc(CN2CCC(Nc3nc(-c4ccccc4F)c4ccccc4n3)CC2)ccc1OC. Starting materials: CCOc1cc(CN2CCC(N)CC2)ccc1OC, CN1CCCC1=O, Fc1ccccc1-c1nc(Cl)nc2ccccc12. As a reaction SMILES: [CH2:19]([CH3:20])[O:21][c:22]1[cH:23][c:24]([CH2:25][N:26]2[CH2:27][CH2:28][CH:29]([NH2:32])[CH2:30][CH2:31]2)[cH:33][cH:34][c:35]1[O:36][CH3:37].[CH3:38][N:39]1[CH2:40][CH2:41][CH2:42][C:43]1=[O:44].[Cl:1][c:2]1[n:3][c:4]2[cH:5][cH:6][cH:7][cH:8][c:9]2[c:10](-[c:12]2[c:13]([F:18])[cH:14][cH:15][cH:16][cH:17]2)[n:11]1>>[c:2]1([NH:32][CH:29]2[CH2:28][CH2:27][N:26]([CH2:25][c:24]3[cH:23][c:22]([O:21][CH2:19][CH3:20])[c:35]([O:36][CH3:37])[cH:34][cH:33]3)[CH2:31][CH2:30]2)[n:3][c:4]2[cH:5][cH:6][cH:7][cH:8][c:9]2[c:10](-[c:12]2[c:13]([F:18])[cH:14][cH:15][cH:16][cH:17]2)[n:11]1. Starting materials: [H-].[Na+] (Sodium hydride), CI (methyl iodide), BrC1=CC=C(C=C1)CCCCO (4-(4-bromophenyl)butan-1-ol), O (Water). The solvent is CN(C=O)C (N,N-dimethylformamide). Run at time 7.5 hour. Yields the product BrC1=CC=C(C=C1)CCCCOC (1-Bromo-4-(4-methoxybutyl)benzene). Isolated yield 88.0%. RXN SMILES: [H-].[Na+].[CH3:3]I.[Br:5][C:6]1[CH:11]=[CH:10][C:9]([CH2:12][CH2:13][CH2:14][CH2:15][OH:16])=[CH:8][CH:7]=1.O>CN(C)C=O>[Br:5][C:6]1[CH:7]=[CH:8][C:9]([CH2:12][CH2:13][CH2:14][CH2:15][O:16][CH3:3])=[CH:10][CH:11]=1 |f:0.1|. Procedure details: Sodium hydride (purity: 55%, 434 mg) and methyl iodide (0.62 mL) were added to a solution of 4-(4-bromophenyl)butan-1-ol obtained in Reference Example 5-21(1) in N,N-dimethylformamide (30 mL) under ice-cooling, and the mixture was stirred at room temperature for 7.5 hours. Water was added to the reaction solution, followed by extraction with a mixture of hexane-ethyl acetate (1:1). The organic layer was dried over sodium sulfate and filtered. The solvent was then evaporated under reduced pressur... Starting materials: solution, C(C)[Mg]Br (ethylmagnesium bromide), resultant mixture, ClC=1C=C2C=C(NC2=CC1)C(=O)OCC (ethyl 5-chloroindole-2-carboxylate), O1CCCC1 (tetrahydrofuran), C1(=CC=CC=C1)S(=O)(SC1=CC=CC=C1)=O (S-phenyl benzenethiosulfonate). Run in CCOCC (ether), CCOCC (ether), [Cl-].[NH4+] (ammonium chloride). Conditions: time 1 hour. Yields the product ClC=1C=C2C(=C(NC2=CC1)C(=S)OCC)C1=CC=CC=C1 (Ethyl 5-chloro-3-phenylthioindole-2-carboxylate). Reaction SMILES: [Cl:1][C:2]1[CH:3]=[C:4]2[C:8](=[CH:9][CH:10]=1)[NH:7][C:6]([C:11]([O:13][CH2:14][CH3:15])=O)=[CH:5]2.[CH2:16]([Mg]Br)[CH3:17].C1([S:26](=O)(SC2C=CC=CC=2)=O)C=CC=CC=1.O1[CH2:40][CH2:39][CH2:38][CH2:37]1>CCOCC.[Cl-].[NH4+]>[Cl:1][C:2]1[CH:3]=[C:4]2[C:8](=[CH:9][CH:10]=1)[NH:7][C:6]([C:11]([O:13][CH2:14][CH3:15])=[S:26])=[C:5]2[C:17]1[CH:16]=[CH:40][CH:39]=[CH:38][CH:37]=1 |f:5.6|. Procedure: To a cold (0°), stirred solution of ethyl 5-chloroindole-2-carboxylate (223 mg) in 4.5 mL dry tetrahydrofuran, under argon, was added 0.55 mL of a solution of ethylmagnesium bromide in ether. The resultant mixture was stirred for 30 min then cooled to -78°. Solid S-phenyl benzenethiosulfonate (300 mg) was added and the mixture stirred at -78° for 30 min and 0° for 1 h. The mixture was then diluted with ether and saturated aqueous ammonium chloride added. The organic layer was separated, washed w... Conditions: time 8 hour. RXN SMILES: [OH:1]CCC1C=CC(CCO)=CC=1.C1N2CCN(CC2)C1.[C:21]1([CH3:31])[CH:26]=[CH:25][C:24]([S:27](Cl)(=[O:29])=[O:28])=[CH:23][CH:22]=1>C1COCC1>[C:21]1([CH3:31])[CH:26]=[CH:25][C:24]([S:27]([OH:1])(=[O:29])=[O:28])=[CH:23][CH:22]=1. The solvent is C1CCOC1 (THF). The product is C1(=CC=C(C=C1)S(=O)(=O)O)C (Toluene-4-sulfonic Acid). Procedure details: To a stirred solution of the intermediate from Step A in THF (50 mL) was added DABCO (1.51 g, 13.5 mmol) and then p-toluenesulfonyl chloride (50 mL). The resulting mixture was stirred overnight at room temperature and then filtered to remove precipitated hydrochloride salts. The filtrate was concentrated under reduced pressure and DCM (50 mL) was added to the residue. The organic layer was then washed with water (1×100 mL), saturated NaCl (1×100 mL), dried over magnesium sulfate, filtered and th... Isolated yield 43.0%. Reactants: OCCC1=CC=C(C=C1)CCO (2-[4-(2-Hydroxyethyl)phenyl]ethan-1-ol), C1CN2CCN1CC2 (DABCO), C1(=CC=C(C=C1)S(=O)(=O)Cl)C (p-toluenesulfonyl chloride). Starting materials: COc1cc2nccc(Oc3ccc(N)cc3C)c2cc1OC, Cc1ccccc1, CCO, O=C(N=C=S)c1ccc(Cl)cc1. The product is COc1cc2nccc(Oc3ccc(NC(=S)NC(=O)c4ccc(Cl)cc4)cc3C)c2cc1OC. Reaction SMILES: [CH3:13][O:14][c:15]1[cH:16][c:17]2[c:18]([O:27][c:28]3[c:29]([CH3:35])[cH:30][c:31]([NH2:32])[cH:33][cH:34]3)[cH:19][cH:20][n:21][c:22]2[cH:23][c:24]1[O:25][CH3:26].[CH3:36][c:37]1[cH:38][cH:39][cH:40][cH:41][cH:42]1.[CH3:43][CH2:44][OH:45].[Cl:1][c:2]1[cH:3][cH:4][c:5]([C:8](=[O:9])[N:10]=[C:11]=[S:12])[cH:6][cH:7]1>>[Cl:1][c:2]1[cH:3][cH:4][c:5]([C:8](=[O:9])[NH:10][C:11](=[S:12])[NH:32][c:31]2[cH:30][c:29]([CH3:35])[c:28]([O:27][c:18]3[c:17]4[cH:16][c:15]([O:14][CH3:13])[c:24]([O:25][CH3:26])[cH:23][c:22]4[n:21][cH:20][cH:19]3)[cH:34][cH:33]2)[cH:6][cH:7]1. RXN SMILES: [CH3:1][C:2]1([CH3:27])[O:3][CH2:4][C:5]([CH2:8][O:9][CH2:10][c:11]2[cH:12][cH:13][c:14]([O:15][CH3:16])[cH:17][cH:18]2)([c:19]2[cH:20][c:21]([F:26])[c:22]([F:25])[cH:23][cH:24]2)[CH2:6][O:7]1.[Cl:28][C:29]1=[C:40]([Cl:41])[C:38](=[O:39])[C:35]([C:36]#[N:37])=[C:32]([C:33]#[N:34])[C:30]1=[O:31].[Cl:43][CH2:44][Cl:45].[OH2:42]>>[CH3:1][C:2]1([CH3:27])[O:3][CH2:4][C:5]([CH2:8][OH:9])([c:19]2[cH:20][c:21]([F:26])[c:22]([F:25])[cH:23][cH:24]2)[CH2:6][O:7]1. The product is CC1(C)OCC(CO)(c2ccc(F)c(F)c2)CO1. Starting materials: COc1ccc(COCC2(c3ccc(F)c(F)c3)COC(C)(C)OC2)cc1, N#CC1=C(C#N)C(=O)C(Cl)=C(Cl)C1=O, ClCCl, O. The product is CS(=O)(=O)c1ccc(C(CC2CCCC2)C(=O)Nc2ccnc(=O)[nH]2)cc1C(F)(F)F. As a reaction SMILES: [CH2:48]([Cl:49])[Cl:50].[CH3:56][N:57]([CH3:58])[CH:59]=[O:60].[CH:1]1([CH2:6][CH:7]([C:8](=[O:9])[OH:10])[c:11]2[cH:12][c:13]([C:21]([F:22])([F:23])[F:24])[c:14]([S:17](=[O:18])(=[O:19])[CH3:20])[cH:15][cH:16]2)[CH2:2][CH2:3][CH2:4][CH2:5]1.[CH:39]([N:40]([CH2:41][CH3:42])[CH:43]([CH3:44])[CH3:45])([CH3:46])[CH3:47].[Cl:25][C:26]([C:27]([Cl:28])=[O:29])=[O:30].[NH2:31][c:32]1[cH:33][cH:34][nH:35][c:36](=[O:37])[n:38]1.[O:51]1[CH2:52][CH2:53][CH2:54][CH2:55]1>>[CH:1]1([CH2:6][CH:7]([C:8](=[O:9])[NH:31][c:32]2[cH:33][cH:34][n:35][c:36](=[O:37])[nH:38]2)[c:11]2[cH:12][c:13]([C:21]([F:22])([F:23])[F:24])[c:14]([S:17](=[O:18])(=[O:19])[CH3:20])[cH:15][cH:16]2)[CH2:2][CH2:3][CH2:4][CH2:5]1. Reactants: ClCCl, CN(C)C=O, CS(=O)(=O)c1ccc(C(CC2CCCC2)C(=O)O)cc1C(F)(F)F, CCN(C(C)C)C(C)C, O=C(Cl)C(=O)Cl, Nc1cc[nH]c(=O)n1, C1CCOC1.